From a dataset of the Open Reaction Database (ORD), a public repository of structured organic reaction records. describe an organic reaction: reactants, conditions, products, and yield The reactants are CN1CC2=C(N(C=3C=CC(=CC23)C)CC(O)C=2C=NC(=CC2)OC)CC1 (2-(2,8-dimethyl-1,2,3,4-tetrahydro-pyrido[4,3-b]indol-5-yl)-1-(6-methoxy-pyridin-3-yl)-ethanol). RXN SMILES: [CH3:1][N:2]1[CH2:26][CH2:25][C:5]2[N:6]([CH2:14][CH:15]([C:17]3[CH:18]=[N:19][C:20]([O:23]C)=[CH:21][CH:22]=3)[OH:16])[C:7]3[CH:8]=[CH:9][C:10]([CH3:13])=[CH:11][C:12]=3[C:4]=2[CH2:3]1>Cl>[CH3:1][N:2]1[CH2:26][CH2:25][C:5]2[N:6]([CH2:14][CH:15]([C:17]3[CH:22]=[CH:21][C:20](=[O:23])[NH:19][CH:18]=3)[OH:16])[C:7]3[CH:8]=[CH:9][C:10]([CH3:13])=[CH:11][C:12]=3[C:4]=2[CH2:3]1. Solvent: Cl (HCl). The product is CN1CC2=C(N(C=3C=CC(=CC23)C)CC(O)C=2C=CC(NC2)=O)CC1 (5-(2-(1,2,3,4-tetrahydro-2,8-dimethylpyrido[4,3-b]indol-5-yl)-1-hydroxyethyl)pyridin-2(1H)-one). Reported procedure: A solution of 2-(2,8-dimethyl-1,2,3,4-tetrahydro-pyrido[4,3-b]indol-5-yl)-1-(6-methoxy-pyridin-3-yl)-ethanol (200 mg, 0.569 mmol) in 3N HCl (8 mL) was stirred at 100° C. for 3 h. The reaction mixture was concentrated under reduced pressure and residue was purified by reverse phase HPLC to yield 5-(2-(1,2,3,4-tetrahydro-2,8-dimethylpyrido[4,3-b]indol-5-yl)-1-hydroxyethyl)pyridin-2(1H)-one. 1H NMR (CD3OD, TFA salt) δ (ppm): 7.5 (m, 1H), 7.23 (s, 1H), 7.2 (s, 1H), 7.19 (d, 1H), 6.5 (s, 1H), 4.62 (d... Starting materials: NC1=NC(=NN1C(=S)NC)NC(=O)C(=O)OCC (5-Amino-3-ethoxalylamino-1-[methylamino(thiocarbonyl)]-1H-1,2,4-triazole), C(C)(=O)OC(OCC)OCC (diethoxymethyl acetate). Yields the product C(=O)(C(=O)OCC)NC1=NN2C(N=CN(C2=S)C)=N1 (2-(Ethoxalylamino)-6-methyl-1,2,4-triazolo[1,5-a]-1,3,5-triazine-7(6H)-thione). The yield is 78.0%. As a reaction SMILES: [NH2:1][C:2]1[N:6]([C:7]([NH:9][CH3:10])=[S:8])[N:5]=[C:4]([NH:11][C:12]([C:14]([O:16][CH2:17][CH3:18])=[O:15])=[O:13])[N:3]=1.[C:19](OC(OCC)OCC)(=O)C>>[C:12]([NH:11][C:4]1[N:3]=[C:2]2[N:1]=[CH:10][N:9]([CH3:19])[C:7](=[S:8])[N:6]2[N:5]=1)([C:14]([O:16][CH2:17][CH3:18])=[O:15])=[O:13]. Reported procedure: The synthesis method of Example 55 was applied. The compound (551 mg) obtained in Example 35 and diethoxymethyl acetate (8 ml) were used as reagents. The mixture was reacted at 90° C. for 2 hours to give 442 mg of white powdery crystals (yield 78%).